This data is from the Open Reaction Database (ORD), a public repository of structured organic reaction records. The task is: describe an organic reaction: reactants, conditions, products, and yield Starting materials: C (charcoal), NC=1C(=NC(=CN1)C1=CC(=CC=C1)CO)C#N (3-amino-6-[3-(hydroxymethyl)phenyl]pyrazine-2-carbonitrile), C(C1=CC=CC=C1)(=O)NN (benzoic hydrazide), CN(C)C=O (DMF). Solvent: CCOC(=O)C (EtOAc), O (water). Reaction conditions: temperature 190 celsius. Product: NC=1N=CC(=NC1C1=NN=C(N1)C1=CC=CC=C1)C=1C=C(C=CC1)CO ({3-[5-amino-6-(5-phenyl-4H-1,2,4-triazol-3-yl)pyrazin-2-yl]phenyl}methanol). The yield is 29.0%. RXN SMILES: [NH2:1][C:2]1[C:3]([C:16]#[N:17])=[N:4][C:5]([C:8]2[CH:13]=[CH:12][CH:11]=[C:10]([CH2:14][OH:15])[CH:9]=2)=[CH:6][N:7]=1.[C:18]([NH:26][NH2:27])(=O)[C:19]1[CH:24]=[CH:23][CH:22]=[CH:21][CH:20]=1.CN(C=O)C.C>CCOC(C)=O.O>[NH2:1][C:2]1[N:7]=[CH:6][C:5]([C:8]2[CH:9]=[C:10]([CH2:14][OH:15])[CH:11]=[CH:12][CH:13]=2)=[N:4][C:3]=1[C:16]1[NH:17][C:18]([C:19]2[CH:24]=[CH:23][CH:22]=[CH:21][CH:20]=2)=[N:26][N:27]=1. Reported procedure: A mixture of 3-amino-6-[3-(hydroxymethyl)phenyl]pyrazine-2-carbonitrile (0.11 g, 0.5 mmol) and benzoic hydrazide (0.15 g, 1 mmol) were heated at 180-200° C. for 30 min. After cooling, the reaction mass was taken up with 5 mL DMF and the obtained solution was diluted with EtOAc and water, clarified with charcoal and filtered on Celite. The organic layer was separated. After drying over sodium sulfate, the ethyl acetate was evaporated under reduced pressure. Purification of the residue by preparat... Reactants: C([O-])([O-])=O.[Na+].[Na+] (sodium carbonate), C1(CCCCC1)P(C1=C(C=CC=C1)C1=CC=CC=C1)C1CCCCC1 (2-(dicyclohexylphosphino)biphenyl), IC=1C(N(C(N(C1C)C1=CC(=CC=C1)C(F)(F)F)=O)C(C)C)=O (5-Iodo-3-isopropyl-6-methyl-1-(3-trifluoromethylphenyl)pyrimidin-2,4(1H,3H)-dione), BrC1=NC=CC=C1B1OC(C)(C)C(C)(C)O1 (2-bromo-3-pyridine boronic acid pinacol ester). As a reaction SMILES: I[C:2]1[C:3](=[O:23])[N:4]([CH:20]([CH3:22])[CH3:21])[C:5](=[O:19])[N:6]([C:9]2[CH:14]=[CH:13][CH:12]=[C:11]([C:15]([F:18])([F:17])[F:16])[CH:10]=2)[C:7]=1[CH3:8].[Br:24][C:25]1[C:30](B2OC(C)(C)C(C)(C)O2)=[CH:29][CH:28]=[CH:27][N:26]=1.C(=O)([O-])[O-].[Na+].[Na+].C1(P(C2CCCCC2)C2C=CC=CC=2C2C=CC=CC=2)CCCCC1>COCCOC.C1C=CC([P]([Pd]([P](C2C=CC=CC=2)(C2C=CC=CC=2)C2C=CC=CC=2)([P](C2C=CC=CC=2)(C2C=CC=CC=2)C2C=CC=CC=2)[P](C2C=CC=CC=2)(C2C=CC=CC=2)C2C=CC=CC=2)(C2C=CC=CC=2)C2C=CC=CC=2)=CC=1.O>[Br:24][C:25]1[C:30]([C:2]2[C:3](=[O:23])[N:4]([CH:20]([CH3:22])[CH3:21])[C:5](=[O:19])[N:6]([C:9]3[CH:14]=[CH:13][CH:12]=[C:11]([C:15]([F:18])([F:17])[F:16])[CH:10]=3)[C:7]=2[CH3:8])=[CH:29][CH:28]=[CH:27][N:26]=1 |f:2.3.4,^1:80,82,101,120|. Yields the product BrC1=NC=CC=C1C=1C(N(C(N(C1C)C1=CC(=CC=C1)C(F)(F)F)=O)C(C)C)=O (5-(2-bromopyridin-3-yl)-3-isopropyl-6-methyl-1-(3-(trifluoromethyl)phenyl)pyrimidin-2,4(1H,3H)-dione). Procedure: 5-Iodo-3-isopropyl-6-methyl-1-(3-trifluoromethylphenyl)pyrimidin-2,4(1H,3H)-dione (prepared in Reference Example 85) (600 mg) and 2-bromo-3-pyridine boronic acid pinacol ester (878 mg) were dissolved in 1,2-dimethoxyethane (30 ml). Thereto were added under nitrogen atmosphere water (6 ml), sodium carbonate (290 mg), 2-(dicyclohexylphosphino)biphenyl (57.6 mg) and tetrakis(triphenylphosphine)palladium (316 mg) and the resulting mixture was stirred with heating under reflux for four and a half hou... The solvent is O (water), COCCOC (1,2-dimethoxyethane). Reagents/catalysts: C=1C=CC(=CC1)[P](C=2C=CC=CC2)(C=3C=CC=CC3)[Pd]([P](C=4C=CC=CC4)(C=5C=CC=CC5)C=6C=CC=CC6)([P](C=7C=CC=CC7)(C=8C=CC=CC8)C=9C=CC=CC9)[P](C=1C=CC=CC1)(C=1C=CC=CC1)C=1C=CC=CC1 (tetrakis(triphenylphosphine)palladium). The yield is 20.9%.